From a dataset of the Open Reaction Database (ORD), a public repository of structured organic reaction records. describe an organic reaction: reactants, conditions, products, and yield Reactants: O[C@@H]([C@@H](OC1=CC=C(C=C1)B(O)O)C)CCC=1C=NC=CC1 ((1S,2R)-4-(2-hydroxy-1-methyl-4-pyridin-3-ylbutoxy)benzeneboronic acid), tetrakistriphenylphosphine palladium(0), BrC=1C=NC=NC1 (5-bromopyrimidine), C([O-])([O-])=O.[Na+].[Na+] (sodium carbonate). Run in C(C)O (ethanol). Reaction conditions: temperature 90 celsius. The product is N1=CC(=CC=C1)CC[C@H]([C@H](C)OC1=CC=C(C=C1)C=1C=NC=NC1)O ((3R,4S)-1-Pyridin-3-yl-4-(4-pyrimidin-5-yl-phenoxy)pentan-3-ol). Yield: 31.4%. Reaction SMILES: [OH:1][C@H:2]([CH2:15][CH2:16][C:17]1[CH:18]=[N:19][CH:20]=[CH:21][CH:22]=1)[C@H:3]([CH3:14])[O:4][C:5]1[CH:10]=[CH:9][C:8](B(O)O)=[CH:7][CH:6]=1.Br[C:24]1[CH:25]=[N:26][CH:27]=[N:28][CH:29]=1.C(=O)([O-])[O-].[Na+].[Na+]>C(O)C>[N:19]1[CH:20]=[CH:21][CH:22]=[C:17]([CH2:16][CH2:15][C@@H:2]([OH:1])[C@@H:3]([O:4][C:5]2[CH:10]=[CH:9][C:8]([C:24]3[CH:25]=[N:26][CH:27]=[N:28][CH:29]=3)=[CH:7][CH:6]=2)[CH3:14])[CH:18]=1 |f:2.3.4|. Reported procedure: Prepared according to the method described in Example 21b) from (1S,2R)-4-(2-hydroxy-1-methyl-4-pyridin-3-ylbutoxy)benzeneboronic acid (0.200 g, Example 21a)), 5-bromopyrimidine (0.159 g), ethanol (3 ml), 2M aqueous sodium carbonate (0.67 ml) and tetrakistriphenylphosphine palladium(0) (0.030 g) with heating at 90° C. for 4 hours. After work up, the residue was purified by reverse phase HPLC, eluting with a gradient of 15:85 to 95:5 acetonitrile in 0.1M ammonium acetate. The compound was subsequ... Reactants: ClC(Cl)(Cl)Cl, CCO, O=C(CCl)NOC(c1ccccc1)c1ccccc1, ClCCl, O=C(O)C(=NO)c1ccco1. The product is O=C(CON=C(C(=O)O)c1ccco1)NOC(c1ccccc1)c1ccccc1. As a reaction SMILES: [C:34]([Cl:35])([Cl:36])([Cl:37])[Cl:38].[CH3:39][CH2:40][OH:41].[Cl:1][CH2:2][C:3](=[O:4])[NH:5][O:6][CH:7]([c:8]1[cH:9][cH:10][cH:11][cH:12][cH:13]1)[c:14]1[cH:15][cH:16][cH:17][cH:18][cH:19]1.[Cl:31][CH2:32][Cl:33].[o:20]1[c:21]([C:25]([C:26](=[O:27])[OH:28])=[N:29][OH:30])[cH:22][cH:23][cH:24]1>>[CH2:2]([C:3](=[O:4])[NH:5][O:6][CH:7]([c:8]1[cH:9][cH:10][cH:11][cH:12][cH:13]1)[c:14]1[cH:15][cH:16][cH:17][cH:18][cH:19]1)[O:30][N:29]=[C:25]([c:21]1[o:20][cH:24][cH:23][cH:22]1)[C:26](=[O:27])[OH:28]. Starting materials: CC1NC=2N(C(C=C(N2)C2=CC=NC=C2)=O)CC1 (8-methyl-2-(pyridin-4-yl)-6,7,8,9-tetrahydro-pyrimido[1,2-a]pyrimidin-4-one), [H-].[Na+] (sodium hydride), O (Water), N1=CC=CC=2C[C@H](CC12)COS(=O)(=O)C (methanesulfonic acid 6,7-dihydro-5H-[1]pyrindin-6-(R)-ylmethyl ester). The solvent is CN(C=O)C (dimethylformamide). Conditions: temperature 50 celsius, time 30 minute. Yields the product N1=CC=CC=2C[C@H](CC12)CN1C(CCN2C1=NC(=CC2=O)C2=CC=NC=C2)C (9-(6,7-Dihydro-5H-[1]pyrindin-6-(R)-ylmethyl)-8-methyl-2-pyridin-4-yl-6,7,8,9-tetrahydro-pyrimido[1,2-a]pyrimidin-4-one). Isolated yield 60.5%. Reaction SMILES: [CH3:1][CH:2]1[CH2:18][CH2:17][N:5]2[C:6](=[O:16])[CH:7]=[C:8]([C:10]3[CH:15]=[CH:14][N:13]=[CH:12][CH:11]=3)[N:9]=[C:4]2[NH:3]1.[H-].[Na+].[N:21]1[C:29]2[CH2:28][C@H:27]([CH2:30]OS(C)(=O)=O)[CH2:26][C:25]=2[CH:24]=[CH:23][CH:22]=1.O>CN(C)C=O>[N:21]1[C:29]2[CH2:28][C@H:27]([CH2:30][N:3]3[C:4]4=[N:9][C:8]([C:10]5[CH:15]=[CH:14][N:13]=[CH:12][CH:11]=5)=[CH:7][C:6](=[O:16])[N:5]4[CH2:17][CH2:18][CH:2]3[CH3:1])[CH2:26][C:25]=2[CH:24]=[CH:23][CH:22]=1 |f:1.2|. Procedure: To a solution of 0.15 g (0.62 mmol) of 8-methyl-2-(pyridin-4-yl)-6,7,8,9-tetrahydro-pyrimido[1,2-a]pyrimidin-4-one in 3 ml of anhydrous dimethylformamide was added 0.032 g (0.81 mmol) of sodium hydride (60% suspension in mineral oil). The mixture was allowed to stir at 50° C. for 30 min. 0.184 g (0.81 mmol) of methanesulfonic acid 6,7-dihydro-5H-[1]pyrindin-6-(R)-ylmethyl ester was added and the stirring continued at 85° C. for 18 h. Water was added and the mixture extracted with trichloromethan...